Dataset: the Open Reaction Database (ORD), a public repository of structured organic reaction records. Task: describe an organic reaction: reactants, conditions, products, and yield As a reaction SMILES: [CH3:29][I:30].[CH3:37][CH2:38][O:39][C:40](=[O:41])[CH3:42].[H-:1].[Na+:2].[O:32]1[CH2:33][CH2:34][CH2:35][CH2:36]1.[OH2:31].[OH:3][CH2:4][c:5]1[cH:6][c:7](-[c:16]2[cH:17][c:18]([CH:19]=[O:20])[cH:21][cH:22][c:23]2[O:24][C:25]([F:26])([F:27])[F:28])[c:8]2[c:9]([cH:15]1)[C:10]([CH3:13])([CH3:14])[CH2:11][O:12]2>>[O:3]([CH2:4][c:5]1[cH:6][c:7](-[c:16]2[cH:17][c:18]([CH:19]=[O:20])[cH:21][cH:22][c:23]2[O:24][C:25]([F:26])([F:27])[F:28])[c:8]2[c:9]([cH:15]1)[C:10]([CH3:13])([CH3:14])[CH2:11][O:12]2)[CH3:29]. Reactants: CI, CCOC(C)=O, [H-], [Na+], C1CCOC1, O, CC1(C)COc2c(-c3cc(C=O)ccc3OC(F)(F)F)cc(CO)cc21. Product: COCc1cc(-c2cc(C=O)ccc2OC(F)(F)F)c2c(c1)C(C)(C)CO2. Reactants: Brc1cnc(-c2ccccc2)s1, CC(C)(C)OC(=O)N1CC2CNCC2C1, Cc1ccccc1, CCOC(C)=O, c1ccc(P(c2ccccc2)c2ccc3ccccc3c2-c2c(P(c3ccccc3)c3ccccc3)ccc3ccccc23)cc1. Product: CC(C)(C)OC(=O)N1CC2CN(c3cnc(-c4ccccc4)s3)CC2C1. Reaction SMILES: [Br:1][c:2]1[cH:3][n:4][c:5](-[c:7]2[cH:8][cH:9][cH:10][cH:11][cH:12]2)[s:6]1.[C:13]([CH3:14])([CH3:15])([CH3:16])[O:17][C:18](=[O:19])[N:20]1[CH2:21][CH:22]2[CH2:23][NH:24][CH2:25][CH:26]2[CH2:27]1.[CH3:74][c:75]1[cH:76][cH:77][cH:78][cH:79][cH:80]1.[CH3:81][CH2:82][O:83][C:84](=[O:85])[CH3:86].[cH:28]1[cH:29][cH:30][c:31]([P:32]([c:33]2[cH:34][cH:35][c:36]3[c:37]([cH:38][cH:39][cH:40][cH:41]3)[c:42]2-[c:43]2[c:44]3[c:45]([cH:46][cH:47][cH:48][cH:49]3)[cH:50][cH:51][c:52]2[P:53]([c:54]2[cH:55][cH:56][cH:57][cH:58][cH:59]2)[c:60]2[cH:61][cH:62][cH:63][cH:64][cH:65]2)[c:66]2[cH:67][cH:68][cH:69][cH:70][cH:71]2)[cH:72][cH:73]1>>[c:2]1([N:24]2[CH2:23][CH:22]3[CH2:21][N:20]([C:18]([O:17][C:13]([CH3:14])([CH3:15])[CH3:16])=[O:19])[CH2:27][CH:26]3[CH2:25]2)[cH:3][n:4][c:5](-[c:7]2[cH:8][cH:9][cH:10][cH:11][cH:12]2)[s:6]1. Reactants: CCO, CCCCCCCN(CCc1ccc(Cl)cc1)C(=O)Cc1ccc(COc2ccccc2C(=O)OC)cc1, [K+], [OH-]. As a reaction SMILES: [CH3:41][CH2:42][OH:43].[Cl:1][c:2]1[cH:3][cH:4][c:5]([CH2:8][CH2:9][N:10]([C:11]([CH2:12][c:13]2[cH:14][cH:15][c:16]([CH2:17][O:18][c:19]3[c:20]([C:21](=[O:22])[O:23][CH3:24])[cH:25][cH:26][cH:27][cH:28]3)[cH:29][cH:30]2)=[O:31])[CH2:32][CH2:33][CH2:34][CH2:35][CH2:36][CH2:37][CH3:38])[cH:6][cH:7]1.[K+:40].[OH-:39]>>[Cl:1][c:2]1[cH:3][cH:4][c:5]([CH2:8][CH2:9][N:10]([C:11]([CH2:12][c:13]2[cH:14][cH:15][c:16]([CH2:17][O:18][c:19]3[c:20]([C:21](=[O:22])[OH:23])[cH:25][cH:26][cH:27][cH:28]3)[cH:29][cH:30]2)=[O:31])[CH2:32][CH2:33][CH2:34][CH2:35][CH2:36][CH2:37][CH3:38])[cH:6][cH:7]1. Product: CCCCCCCN(CCc1ccc(Cl)cc1)C(=O)Cc1ccc(COc2ccccc2C(=O)O)cc1.